From a dataset of the Open Reaction Database (ORD), a public repository of structured organic reaction records. describe an organic reaction: reactants, conditions, products, and yield Reactants: OCCC1=C(C(=C(C(=C1OCOC)OC)CCCCCC1=C(C(=C(C(=C1OC)OCOC)CCO)OC)OCOC)OCOC)OC (4,4'-pentamethylenebis[1-(2-hydroxyethyl)-2,5-dimethoxy-3,6-bis(methoxymethoxy)benzene]), O=O (oxygen), Cl (hydrogen chloride), C(O)([O-])=O.[Na+] (sodium hydrogen carbonate). Solvent: O1CCCC1 (tetrahydrofuran), C(C)(C)O (isopropanol), O1CCCC1.C(C)(C)O (tetrahydrofuran isopropanol), CO (methanol). Conditions: temperature 50 celsius. The product is OCCC=1C(C(=C(C(C1OC)=O)CCCCCC=1C(C(=C(C(C1OC)=O)CCO)OC)=O)OC)=O (5,5'-pentamethylenebis[2-(2-hydroxyethyl)-3,6-dimethoxy-1,4-benzoquinone]). As a reaction SMILES: [OH:1][CH2:2][CH2:3][C:4]1[C:9]([O:10][CH2:11]OC)=[C:8]([O:14]C)[C:7]([CH2:16][CH2:17][CH2:18][CH2:19][CH2:20][C:21]2[C:26]([O:27]C)=[C:25]([O:29][CH2:30]OC)[C:24]([CH2:33][CH2:34][OH:35])=[C:23]([O:36]C)[C:22]=2[O:38][CH2:39]OC)=[C:6]([O:42][CH2:43]OC)[C:5]=1[O:46]C.Cl.C(=O)([O-])O.[Na+].O=O>O1CCCC1.C(O)(C)C.CO.O1CCCC1.C(O)(C)C>[OH:1][CH2:2][CH2:3][C:4]1[C:5](=[O:46])[C:6]([O:42][CH3:43])=[C:7]([CH2:16][CH2:17][CH2:18][CH2:19][CH2:20][C:21]2[C:26](=[O:27])[C:25]([O:29][CH3:30])=[C:24]([CH2:33][CH2:34][OH:35])[C:23](=[O:36])[C:22]=2[O:38][CH3:39])[C:8](=[O:14])[C:9]=1[O:10][CH3:11] |f:2.3,8.9|. Procedure: 402 Milligrams of 4,4'-pentamethylenebis[1-(2-hydroxyethyl)-2,5-dimethoxy-3,6-bis(methoxymethoxy)benzene] was dissolved in a mixed solvent of 4 ml of tetrahydrofuran with 4 ml of isopropanol, under ice-cooling conditions, 0.8 ml of tetrahydrofuran-isopropanol (1:1) solution containing 20% of hydrogen chloride was added thereto. The reaction mixture was heated at 50° C. on a water bath for 5 hours with stirring. The reaction mixture was concentrated, and to the residue obtained was added 10 ml of... Starting materials: FC1=C(CSC=2C(OC(=CC2O)C)=O)C=CC=C1 (3-(o-Fluorobenzylthio)-4-hydroxy-6-methyl-2-pyrone), OO (hydrogen peroxide), colored solid. Run in C(C)(=O)O (acetic acid). Product: FC1=C(CS(=O)C=2C(OC(=CC2O)C)=O)C=CC=C1 (3-(o-Fluorobenzylsulfinyl)-4-hydroxy-6-methyl-2-pyrone). Reaction SMILES: [F:1][C:2]1[CH:18]=[CH:17][CH:16]=[CH:15][C:3]=1[CH2:4][S:5][C:6]1[C:7](=[O:14])[O:8][C:9]([CH3:13])=[CH:10][C:11]=1[OH:12].[OH:19]O>C(O)(=O)C>[F:1][C:2]1[CH:18]=[CH:17][CH:16]=[CH:15][C:3]=1[CH2:4][S:5]([C:6]1[C:7](=[O:14])[O:8][C:9]([CH3:13])=[CH:10][C:11]=1[OH:12])=[O:19]. Procedure: 3-(o-Fluorobenzylthio)-4-hydroxy-6-methyl-2-pyrone (13.8 g., 0.0519 mole) and 30% hydrogen peroxide (5.9 g., 0.0519 mole) were mixed with glacial acetic acid (100 ml.) with stirring. After ten days the peroxide had been consumed, and the solution was diluted with water. The resulting mixture was extracted with methylene chloride. The extract was dried (MgSO4) and evaporated to dryness, leaving 13.3 g. (91 percent) of a colored solid. Recrystallization from a mixed hexane-benzene solution gave th... The reactants are CC(C)(N)c1ccc(-c2cncc(Br)c2)cc1, ClCCOCCCl, CN(C)C=O. Yields the product CC(C)(c1ccc(-c2cncc(Br)c2)cc1)N1CCOCC1. Reaction SMILES: [Br:1][c:2]1[cH:3][c:4](-[c:8]2[cH:9][cH:10][c:11]([C:14]([CH3:15])([CH3:16])[NH2:17])[cH:12][cH:13]2)[cH:5][n:6][cH:7]1.[Cl:18][CH2:19][CH2:20][O:21][CH2:22][CH2:23][Cl:24].[O:25]=[CH:26][N:27]([CH3:28])[CH3:29]>>[Br:1][c:2]1[cH:3][c:4](-[c:8]2[cH:9][cH:10][c:11]([C:14]([CH3:15])([CH3:16])[N:17]3[CH2:19][CH2:20][O:21][CH2:22][CH2:23]3)[cH:12][cH:13]2)[cH:5][n:6][cH:7]1. The reactants are COC=1C=C(C=CC1N1C=NC(=C1)C)/C=C/C(=O)O ((E)-3-[3-Methoxy-4-(4-methyl-imidazol-1-yl)-phenyl]-acrylic acid), FC=1C=C(C(=CC1)N)N (4-fluorobenzene-1,2-diamine). Solvent: C(CO)O (Ethylene glycol). Conditions: temperature 100 celsius. Yields the product FC=1C=CC2=C(NC(=N2)\C=C\C2=CC(=C(C=C2)N2C=NC(=C2)C)OC)C1 (6-Fluoro-2-{(E)-2-[3-methoxy-4-(4-methyl-imidazol-1-yl)-phenyl]-vinyl}-1H-benzimidazole). RXN SMILES: [CH3:1][O:2][C:3]1[CH:4]=[C:5](/[CH:15]=[CH:16]/[C:17](O)=O)[CH:6]=[CH:7][C:8]=1[N:9]1[CH:13]=[C:12]([CH3:14])[N:11]=[CH:10]1.[F:20][C:21]1[CH:22]=[C:23]([NH2:28])[C:24]([NH2:27])=[CH:25][CH:26]=1>C(O)CO>[F:20][C:21]1[CH:26]=[CH:25][C:24]2[N:27]=[C:17](/[CH:16]=[CH:15]/[C:5]3[CH:6]=[CH:7][C:8]([N:9]4[CH:13]=[C:12]([CH3:14])[N:11]=[CH:10]4)=[C:3]([O:2][CH3:1])[CH:4]=3)[NH:28][C:23]=2[CH:22]=1. Procedure: (E)-3-[3-Methoxy-4-(4-methyl-imidazol-1-yl)-phenyl]-acrylic acid (100 mg, 0.39 mmol) and 4-fluorobenzene-1,2-diamine (49 mg, 0.39 mmol) were placed in a 4-mL vial. Ethylene glycol (1 ml) was added and the reaction mixture heated to 100° C. for 16 h and then to 165° C. overnight. Starting materials: COC(C)(C)C (methyl-tert-butyl ether), CC=1C=NC=2N(C1)N=C(N2)CO ((6-methyl[1,2,4]triazolo[1,5-a]pyrimidin-2-yl)methanol), CC1(CCCC(N1[O])(C)C)C (TEMPO), C(C)(=O)O.C(C)(=O)O.IC1=CC=CC=C1 (iodobenzene diacetate). Run in C(Cl)Cl (CH2Cl2). Run at time 2 hour. The product is CC=1C=NC=2N(C1)N=C(N2)C=O (6-methyl [1,2,4]triazolo[1,5-a]pyrimidine-2-carbaldehyde), solid. The yield is 80.0%. Reaction SMILES: [CH3:1][C:2]1[CH:3]=[N:4][C:5]2[N:6]([N:8]=[C:9]([CH2:11][OH:12])[N:10]=2)[CH:7]=1.CC1(C)N([O])C(C)(C)CCC1.C(O)(=O)C.C(O)(=O)C.IC1C=CC=CC=1.COC(C)(C)C>C(Cl)Cl>[CH3:1][C:2]1[CH:3]=[N:4][C:5]2[N:6]([N:8]=[C:9]([CH:11]=[O:12])[N:10]=2)[CH:7]=1 |f:2.3.4,^1:16|. Reported procedure: A mixture of (6-methyl[1,2,4]triazolo[1,5-a]pyrimidin-2-yl)methanol(15.7 g, 95.6 mmol), TEMPO (1.12 mg, 7.2 mmol), iodobenzene diacetate (33.9 g, 105.2 mmol) in CH2Cl2 (100 mL) was stirred at room temperature for 2 hours. Once the reaction was deemed complete, methyl-tert-butyl ether (50 mL) was added slowly to precipitate the product. The concentrated mother liquor was introduced into a silica gel column and eluted with 2% MeOH/CH2Cl2 to give additional amount of the aldehyde product as a while... RXN SMILES: [Br:14][c:15]1[o:16][c:17]([Si:21]([CH3:22])([CH3:23])[CH3:24])[c:18]([Br:20])[cH:19]1.[O:1]1[C:2](=[O:13])[NH:3][CH2:4][C:5]12[CH2:6][N:7]1[CH2:8][CH2:9][CH:10]2[CH2:11][CH2:12]1>>[O:1]1[C:2](=[O:13])[N:3]([c:15]2[o:16][c:17]([Si:21]([CH3:22])([CH3:23])[CH3:24])[c:18]([Br:20])[cH:19]2)[CH2:4][C:5]12[CH2:6][N:7]1[CH2:8][CH2:9][CH:10]2[CH2:11][CH2:12]1. The reactants are C[Si](C)(C)c1oc(Br)cc1Br, O=C1NCC2(CN3CCC2CC3)O1. Yields the product C[Si](C)(C)c1oc(N2CC3(CN4CCC3CC4)OC2=O)cc1Br.